Dataset: the Open Reaction Database (ORD), a public repository of structured organic reaction records. Task: describe an organic reaction: reactants, conditions, products, and yield Reactants: [Al+3], Cc1ccc2c(NCc3ccccc3)c3c(nc2c1)CCCC3=O, [H-], [H-], [H-], [H-], [Li+], C1CCOC1. Yields the product Cc1ccc2c(NCc3ccccc3)c3c(nc2c1)CCCC3O. As a reaction SMILES: [Al+3:26].[CH2:1]([c:2]1[cH:3][cH:4][cH:5][cH:6][cH:7]1)[NH:8][c:9]1[c:10]2[cH:11][cH:12][c:13]([CH3:24])[cH:14][c:15]2[n:16][c:17]2[c:22]1[C:21](=[O:23])[CH2:20][CH2:19][CH2:18]2.[H-:25].[H-:28].[H-:29].[H-:30].[Li+:27].[O:31]1[CH2:32][CH2:33][CH2:34][CH2:35]1>>[CH2:1]([c:2]1[cH:3][cH:4][cH:5][cH:6][cH:7]1)[NH:8][c:9]1[c:10]2[cH:11][cH:12][c:13]([CH3:24])[cH:14][c:15]2[n:16][c:17]2[c:22]1[CH:21]([OH:23])[CH2:20][CH2:19][CH2:18]2. Reactants: ClC1=NC=C(C(=N1)NCC(C)(C)O)C(=O)F (2-Chloro-4-(2-hydroxy-2-methylpropylamino)pyrimidine-5-carboxylic acid fluoride), [H-].[Na+] (sodium hydride), C(#N)CC(=O)N (cyanoacetamide), [H-].[Na+] (sodium hydride), Cl (HCl). The solvent is CN(C)C=O (DMF), CN(C)C=O (DMF), O (water). Conditions: temperature 3.5 celsius, time 15 minute. Yields the product NC1=C(C(C2=C(N=C(N=C2)Cl)N1CC(C)(C)O)=O)C(=O)N (7-Amino-2-chloro-8-(2-hydroxy-2-methylpropyl)-5-oxo-5,8-dihydropyrido[2,3-d]pyrimidine-6-carboxamide). Yield: 56.9%. Reaction SMILES: [C:1]([CH2:3][C:4]([NH2:6])=[O:5])#[N:2].[H-].[Na+].[Cl:9][C:10]1[N:15]=[C:14]([NH:16][CH2:17][C:18]([OH:21])([CH3:20])[CH3:19])[C:13]([C:22](F)=[O:23])=[CH:12][N:11]=1.Cl>CN(C=O)C.O>[NH2:2][C:1]1[N:16]([CH2:17][C:18]([OH:21])([CH3:19])[CH3:20])[C:14]2[N:15]=[C:10]([Cl:9])[N:11]=[CH:12][C:13]=2[C:22](=[O:23])[C:3]=1[C:4]([NH2:6])=[O:5] |f:1.2|. Reported procedure: To a solution, cooled to 2-5°C. on an ice bath, of 4.4 g (52.36 mmol) of cyanoacetamide in 70 mL of anhydrous DMF are added portionwise 4.19 g (104.72 mmol) of 60% sodium hydride. The mixture is stirred for 15 minutes at 2-5°C., and this suspension is then added rapidly to a solution of 12.35 g (49.87 mmol) of the acid fluoride prepared in step 17.2 in 70 mL of anhydrous DMF, precooled to 2-5°C. The mixture is stirred overnight at room temperature and is then cooled to 2-5°C. on an ice bath, and... Reactants: C([O-])([O-])=O.[Cs+].[Cs+] (cesium carbonate), C(C)(C)N(CC)C(C)C (Diisopropylethylamine), [Cl-].C(C1=CC=C(C(=O)[O-])C=C1)(=O)OC (terephthalic acid, monomethyl ester chloride), C1=CC(=CC=C1C(=N)N)OCCCCCOC2=CC=C(C=C2)/C(=N\O)/N (N-hydroxypentamidine), Cl (HCl). Solvent: C1CCOC1 (THF), C(Cl)Cl.O (CH2Cl2 H2O). Conditions: time 1 hour. Product: C(CCC)C1=NOC(=N1)C1=C(C(=O)OC)C=CC=C1 (methyl (3-butyl-1,2,4-oxadiazol-5-yl)benzoate). Isolated yield 92.2%. RXN SMILES: [CH:1](N(C(C)C)CC)(C)C.[Cl-].[C:11]([O:22][CH3:23])(=[O:21])[C:12]1[CH:20]=[CH:19][C:15](C([O-])=O)=[CH:14][CH:13]=1.C1C(C(N)=N)=CC=C(OCCCCCO[C:40]2[CH:45]=[CH:44][C:43](/[C:46](/[NH2:49])=[N:47]\[OH:48])=CC=2)C=1.C(=O)([O-])[O-].[Cs+].[Cs+].Cl>C1COCC1.C(Cl)Cl.O>[CH2:43]([C:46]1[N:49]=[C:1]([C:20]2[CH:19]=[CH:15][CH:14]=[CH:13][C:12]=2[C:11]([O:22][CH3:23])=[O:21])[O:48][N:47]=1)[CH2:44][CH2:45][CH3:40] |f:1.2,4.5.6,9.10|. Procedure: Diisopropylethylamine (1.1 ml, 6.0 mmol) was added to a solution of terephthalic acid, monomethyl ester chloride (1.0 g, 5.0 mmol) and N-hydroxypentamidine (0.70 g, 6.0 mmol) in THF (8 mL). After stirring at ambient temperature for 1 hour, cesium carbonate (3.6 g, 11 mmol) was added and the reaction was stirred at 50° C. After stirring at 50° C. for 3.5 hours, the reaction was transferred to a separatory funnel with CH2Cl2/H2O. The aqueous layer was acidified with 1N HCl to pH 1 and extracted wi...